Dataset: the Open Reaction Database (ORD), a public repository of structured organic reaction records. Task: describe an organic reaction: reactants, conditions, products, and yield The reactants are C=C(CO)C(C)(C)O[SiH2]C(C)(C)C, CCCC[N+](CCCC)(CCCC)CCCC, C[N+]1([O-])CCOCC1, ClCCl. The product is C=C(C=O)C(C)(C)O[SiH2]C(C)(C)C. RXN SMILES: [C:1]([CH3:2])([CH3:3])([CH3:4])[SiH2:5][O:6][C:7]([C:8]([CH2:9][OH:10])=[CH2:11])([CH3:12])[CH3:13].[CH2:22]([N+:23]([CH2:24][CH2:25][CH2:26][CH3:27])([CH2:28][CH2:29][CH2:30][CH3:31])[CH2:32][CH2:33][CH2:34][CH3:35])[CH2:36][CH2:37][CH3:38].[CH3:14][N+:15]1([O-:16])[CH2:17][CH2:18][O:19][CH2:20][CH2:21]1.[Cl:39][CH2:40][Cl:41]>>[C:1]([CH3:2])([CH3:3])([CH3:4])[SiH2:5][O:6][C:7]([C:8]([CH:9]=[O:10])=[CH2:11])([CH3:12])[CH3:13]. The reactants are NC1=C2C(=NC=N1)N(N=C2C2=CC(=C(C=C2)N)OC)C2CCN(CC2)C(=O)OC(C)(C)C (tert-butyl 4-[4-amino-3-(4-amino-3-methoxyphenyl)-1H-pyrazolo[3,4-d]pyrimidin-1-yl]-1-piperidinecarboxylate), FC1=C(C(=O)Cl)C=CC(=C1)C(F)(F)F (2-fluoro-4-trifluoromethylbenzoyl chloride). The solvent is ClCCl (dichloromethane), N1=CC=CC=C1 (pyridine). Run at time 1 hour. Product: C(C)(=O)O.NC1=C2C(=NC=N1)N(N=C2C2=CC(=C(C=C2)NC(C2=C(C=C(C=C2)C(F)(F)F)F)=O)OC)C2CCNCC2 (N1-{4-[4-amino-1-(4-piperidyl)-1H-pyrazolo[3,4-d]pyrimidin-3-yl]-2-methoxyphenyl}-2-fluoro-4-(trifluoromethyl)benzamide acetate). Reaction SMILES: [NH2:1][C:2]1[N:7]=[CH:6][N:5]=[C:4]2[N:8]([CH:20]3[CH2:25][CH2:24][N:23](C([O:28][C:29]([CH3:32])(C)C)=O)[CH2:22][CH2:21]3)[N:9]=[C:10]([C:11]3[CH:16]=[CH:15][C:14]([NH2:17])=[C:13]([O:18][CH3:19])[CH:12]=3)[C:3]=12.[F:33][C:34]1[CH:42]=[C:41]([C:43]([F:46])([F:45])[F:44])[CH:40]=[CH:39][C:35]=1[C:36](Cl)=[O:37]>ClCCl.N1C=CC=CC=1>[C:29]([OH:37])(=[O:28])[CH3:32].[NH2:1][C:2]1[N:7]=[CH:6][N:5]=[C:4]2[N:8]([CH:20]3[CH2:21][CH2:22][NH:23][CH2:24][CH2:25]3)[N:9]=[C:10]([C:11]3[CH:16]=[CH:15][C:14]([NH:17][C:36](=[O:37])[C:35]4[CH:39]=[CH:40][C:41]([C:43]([F:44])([F:45])[F:46])=[CH:42][C:34]=4[F:33])=[C:13]([O:18][CH3:19])[CH:12]=3)[C:3]=12 |f:4.5|. Reported procedure: A mixture of tert-butyl 4-[4-amino-3-(4-amino-3-methoxyphenyl)-1H-pyrazolo[3,4-d]pyrimidin-1-yl]-1-piperidinecarboxylate (0.10 g, 0.228 mmol) in dichloromethane (2 mL) and pyridine (1 mL) was treated with 2-fluoro-4-trifluoromethylbenzoyl chloride (0.057 g, 0.251 mmol) then stirred for 1 hour. The solvents were evaporated then the residue was treated with trifluoroacetic acid (1 mL) in dichloromethane (2 mL). The mixture was stirred for 1 hour at ambient temperature then the solvents were evapor... The reactants are C(CC)N(C1=CC=C(C=C1)NC(=O)OC(C)(C)C)CCC (N,N-dipropyl-N′-Boc-1,4-phenylenediamine), C1CCC(CC1)N=C=NC2CCCCC2 (DCC), C=1C=CC2=C(C1)N=NN2O (HOBt), N1C(=NC=C1)CN(CC=1NC=CN1)CC1=CC=C(C(=O)O)C=C1 (4-[N,N-bis-(imidazol-2-ylmethyl)aminomethyl]-benzoic acid). Run in CN(C)C=O (DMF). As a reaction SMILES: [NH:1]1[CH:5]=[CH:4][N:3]=[C:2]1[CH2:6][N:7]([CH2:14][C:15]1[CH:23]=[CH:22][C:18]([C:19]([OH:21])=O)=[CH:17][CH:16]=1)[CH2:8][C:9]1[NH:10][CH:11]=[CH:12][N:13]=1.C1CCC(N=C=NC2CCCCC2)CC1.C1C=CC2N(O)N=NC=2C=1.[CH2:49]([N:52]([CH2:67][CH2:68][CH3:69])[C:53]1[CH:58]=[CH:57][C:56]([NH:59]C(OC(C)(C)C)=O)=[CH:55][CH:54]=1)[CH2:50][CH3:51]>CN(C=O)C>[NH:1]1[CH:5]=[CH:4][N:3]=[C:2]1[CH2:6][N:7]([CH2:14][C:15]1[CH:23]=[CH:22][C:18]([C:19]([NH:59][C:56]2[CH:55]=[CH:54][C:53]([N:52]([CH2:67][CH2:68][CH3:69])[CH2:49][CH2:50][CH3:51])=[CH:58][CH:57]=2)=[O:21])=[CH:17][CH:16]=1)[CH2:8][C:9]1[NH:10][CH:11]=[CH:12][N:13]=1. Yields the product N1C(=NC=C1)CN(CC=1NC=CN1)CC1=CC=C(C(=O)NC2=CC=C(C=C2)N(CCC)CCC)C=C1 (4-{[bis(1H-imidazol-2-ylmethyl)-amino]-methyl}-N-(4-dipropylaminophenyl)-benzamide). Reaction conditions: time 8 hour. Procedure: The compound (300 mg) obtained in Example 2-2 was dissolved in DMF (10 ml) and added with DCC (298 mg), HOBt (195 mg), and the compound (185 mg) obtained in Example 15-1, followed by stirring overnight at room temperature. After completion of the reaction, the solvent was distilled off and the residue was then dissolved in chloroform, followed by separating the solution into layers by the addition of 1 mol/l hydrochloric acid. The aqueous layer was made basic by the addition of a 1 mol/l sodium ... Yields the product Nc1cnc2ccsc2c1. The reactants are CC(=O)Nc1cnc2ccsc2c1, CCO, Cl, [Na+], [OH-], O. Reaction SMILES: [C:1](=[O:2])([CH3:3])[NH:4][c:5]1[cH:6][c:7]2[c:8]([n:9][cH:10]1)[cH:11][cH:12][s:13]2.[CH3:16][CH2:17][OH:18].[ClH:19].[Na+:15].[OH-:14].[OH2:20]>>[NH2:4][c:5]1[cH:6][c:7]2[c:8]([n:9][cH:10]1)[cH:11][cH:12][s:13]2. Reactants: [Na] (sodium), NC1=C(C=CC=C1)C(C(=O)O)S (2-aminophenyl thioglycolic acid), ( 11 ), Cl (hydrochloric acid), NC=1SC2=C(N1)C=CC=C2 (2-aminobenzothiazole), [OH-].[Na+] (sodium hydroxide), ClCC(=O)O (chloroacetic acid), NC1=C(C=CC=C1)C(C(=O)O)S (2-aminophenyl thioglycolic acid). Conditions: temperature 45 celsius, time 2 hour. Product: O=C1NSC=2C(C1)CC=CC2 (3-oxo-dihydrobenzothiazine), ( 12 ). As a reaction SMILES: NC1[S:3][C:4]2[CH:10]=[CH:9][CH:8]=[CH:7][C:5]=2N=1.[OH-].[Na+].Cl[CH2:14][C:15]([OH:17])=O.[Na].[NH2:19]C1C=CC=CC=1C(S)C(O)=O.Cl>O.C(O)CO>[O:17]=[C:15]1[CH2:14][CH:5]2[CH2:7][CH:8]=[CH:9][CH:10]=[C:4]2[S:3][NH:19]1 |f:1.2,^1:17|. The solvent is O (water), C(CO)O (ethylene glycol). Procedure details: A mixture f 150 parts of 2-aminobenzothiazole, 150 parts of solid sodium hydroxide and 300 parts of ethylene glycol is stirred for 6 hours at 130°-140° C. (Example 1 of European Pat. No. 0,039,483). The mixture is cooled to 45° C., 113 parts of chloroacetic acid are added so that the internal temperature does not exceed 50° C., and stirring is then continued for 2 hours at this temperature. The mixture is then heated to 80°-90° C. and kept at this temperature for 1 hour, and the resulting suspen...